This data is from the Open Reaction Database (ORD), a public repository of structured organic reaction records. The task is: describe an organic reaction: reactants, conditions, products, and yield Reactants: N1CCSCC1 (Thiomorpholine), C(=O)(OC(C)(C)C)N[C@@H](CC1=CC=CC=C1)C(=O)O (Boc-L-phenylalanine). Product: C(C)(C)(C)OC(N[C@H](C(N1CCSCC1)=O)CC1=CC=CC=C1)=O ((S)-(1-Benzyl-2-oxo-2-thiomorpholin-4-yl-ethyl)-carbamic acid tert-butyl ester). RXN SMILES: [NH:1]1[CH2:6][CH2:5][S:4][CH2:3][CH2:2]1.[C:7]([NH:14][C@H:15]([C:23](O)=[O:24])[CH2:16][C:17]1[CH:22]=[CH:21][CH:20]=[CH:19][CH:18]=1)([O:9][C:10]([CH3:13])([CH3:12])[CH3:11])=[O:8]>>[C:10]([O:9][C:7](=[O:8])[NH:14][C@@H:15]([CH2:16][C:17]1[CH:22]=[CH:21][CH:20]=[CH:19][CH:18]=1)[C:23](=[O:24])[N:1]1[CH2:6][CH2:5][S:4][CH2:3][CH2:2]1)([CH3:13])([CH3:11])[CH3:12]. Reported procedure: Thiomorpholine (38 mmol) and Boc-L-phenylalanine (19 mmol) were coupled according to Procedure A (0-25° C. reaction temperature) with the following work up: the reaction mixture was concentrated, diluted with ethyl acetate, then washed first with 1 N HCl three times, then with 2 N NaOH, the organic layer dried over MgSO4 and concentrated. The resulting foam was used without further purification. Yield 6.3 g, 95%. Starting materials: COC(=O)C1CN(Cc2ccccc2)C1, O. The product is O=C(O)C1CN(Cc2ccccc2)C1. As a reaction SMILES: [CH3:1][O:2][C:3](=[O:4])[CH:5]1[CH2:6][N:7]([CH2:9][c:10]2[cH:11][cH:12][cH:13][cH:14][cH:15]2)[CH2:8]1.[OH2:16]>>[O:2]=[C:3]([OH:4])[CH:5]1[CH2:6][N:7]([CH2:9][c:10]2[cH:11][cH:12][cH:13][cH:14][cH:15]2)[CH2:8]1. Reactants: CCOC(=O)c1ccc(-c2nc(COc3ccc(COc4nn(-c5ccccc5)cc4C=CP(=O)(OCC)OCC)cc3OC)c(C)o2)s1, CCO, Cl, [Na+], C1CCOC1, [OH-], O. RXN SMILES: [CH2:1]([CH3:2])[O:3][P:4](=[O:5])([O:6][CH2:7][CH3:8])[CH:9]=[CH:10][c:11]1[c:12]([O:22][CH2:23][c:24]2[cH:25][c:26]([O:48][CH3:49])[c:27]([O:28][CH2:29][c:30]3[n:31][c:32](-[c:36]4[cH:37][cH:38][c:39]([C:41](=[O:42])[O:43][CH2:44][CH3:45])[s:40]4)[o:33][c:34]3[CH3:35])[cH:46][cH:47]2)[n:13][n:14](-[c:16]2[cH:17][cH:18][cH:19][cH:20][cH:21]2)[cH:15]1.[CH3:59][CH2:60][OH:61].[ClH:57].[Na+:56].[O:50]1[CH2:51][CH2:52][CH2:53][CH2:54]1.[OH-:55].[OH2:58]>>[CH2:1]([CH3:2])[O:3][P:4](=[O:5])([O:6][CH2:7][CH3:8])[CH:9]=[CH:10][c:11]1[c:12]([O:22][CH2:23][c:24]2[cH:25][c:26]([O:48][CH3:49])[c:27]([O:28][CH2:29][c:30]3[n:31][c:32](-[c:36]4[cH:37][cH:38][c:39]([C:41](=[O:42])[OH:43])[s:40]4)[o:33][c:34]3[CH3:35])[cH:46][cH:47]2)[n:13][n:14](-[c:16]2[cH:17][cH:18][cH:19][cH:20][cH:21]2)[cH:15]1. Product: CCOP(=O)(C=Cc1cn(-c2ccccc2)nc1OCc1ccc(OCc2nc(-c3ccc(C(=O)O)s3)oc2C)c(OC)c1)OCC. Reactants: C(C1=CC=CC=C1)NC=1C=C(C=CC1Cl)CC(C(=O)OC(C)(C)C)C1CC1 ((+/−)-tert-butyl 3-[3-(benzylamino)-4-chlorophenyl]-2-cyclopropylpropanoate). The solvent is C(C)(=O)OCC (ethyl acetate). Run at time 8 hour. Product: NC=1C=C(C=CC1Cl)CC(C(=O)OC(C)(C)C)C1CC1 ((+/−)-tert-butyl 3-(3-amino-4-chlorophenyl)-2-cyclopropylpropanoate). Reaction SMILES: C([NH:8][C:9]1[CH:10]=[C:11]([CH2:16][CH:17]([CH:25]2[CH2:27][CH2:26]2)[C:18]([O:20][C:21]([CH3:24])([CH3:23])[CH3:22])=[O:19])[CH:12]=[CH:13][C:14]=1[Cl:15])C1C=CC=CC=1>C(OCC)(=O)C>[NH2:8][C:9]1[CH:10]=[C:11]([CH2:16][CH:17]([CH:25]2[CH2:26][CH2:27]2)[C:18]([O:20][C:21]([CH3:23])([CH3:24])[CH3:22])=[O:19])[CH:12]=[CH:13][C:14]=1[Cl:15]. Reported procedure: 2.50 g (4.63 mmol) of (+/−)-tert-butyl 3-[3-(benzylamino)-4-chlorophenyl]-2-cyclopropylpropanoate were dissolved in 160 ml of ethyl acetate, the mixture was deoxygenated with argon and 150 mg of palladium on carbon (10%) were added. The reaction mixture was stirred at RT under an atmosphere of hydrogen at atmospheric pressure for 8 h. The mixture was then filtered through celite, the residue was washed with ethyl acetate, the filtrate was concentrated under reduced pressure and the residue was d... Starting materials: [H-].[Na+] (sodium hydride), CS(=O)C (DMSO), C(C1=CC=CC=C1)N1CCC(CC1)=CCCC (1-Benzyl-4-n-butylidenepiperidine), C(C1=CC=CC=C1)N1CCC(CC1)=O (1-Benzyl-4-piperidone), CS(=O)C (DMSO), [H][H] (hydrogen). Reagents/catalysts: [Br-].C(CCC)[P+](C1=CC=CC=C1)(C1=CC=CC=C1)C1=CC=CC=C1 (butyltriphenylphosphonium bromide). Solvent: O (H2O). Run at time 15 minute. The product is C(CCC)C1CCN(CC1)CCCC=1SC2=C(N1)C=CC=C2 (2-(3-(4-n-Butylpiperidine-1-yl)-propyl)-benzothiazole). RXN SMILES: [CH2:1]([N:8]1[CH2:13][CH2:12][C:11](=[CH:14][CH2:15][CH2:16][CH3:17])[CH2:10][CH2:9]1)[C:2]1[CH:7]=[CH:6]C=CC=1.[H-].[Na+].[H][H].[CH2:22]([N:29]1CCC(=O)CC1)[C:23]1C=C[CH:26]=[CH:25][CH:24]=1.C[S:37]([CH3:39])=O>[Br-].C([P+](C1C=CC=CC=1)(C1C=CC=CC=1)C1C=CC=CC=1)CCC.O>[CH2:14]([CH:11]1[CH2:10][CH2:9][N:8]([CH2:1][CH2:2][CH2:7][C:6]2[S:37][C:39]3[CH:26]=[CH:25][CH:24]=[CH:23][C:22]=3[N:29]=2)[CH2:13][CH2:12]1)[CH2:15][CH2:16][CH3:17] |f:1.2,6.7|. Procedure: 1-Benzyl-4-n-butylidenepiperidine (2). A 500 mL 3-necked flask fitted with a stirrer was charged with sodium hydride (1.61 g, 67 mmol) and DMSO (40 mL). The resulting suspension was heated to 90° C. for 30 minutes, until the evolution of hydrogen ceased. The suspension was cooled on an ice-bath for 20 minutes followed by addition of a slurry of butyltriphenylphosphonium bromide (26.6 g, 67 mmol) in DMSO (70 mL). The red mixture was stirred for 15 min at room temperature. 1-Benzyl-4-piperidone 1 ... Starting materials: CC(C)O, OCC1CO1, CC(N)CCc1ccccc1. Yields the product CC(CCc1ccccc1)NCC(O)CO. As a reaction SMILES: [CH:17]([OH:18])([CH3:19])[CH3:20].[CH:1]1([CH2:2][OH:3])[CH2:4][O:5]1.[c:6]1([CH2:12][CH2:13][CH:14]([CH3:15])[NH2:16])[cH:7][cH:8][cH:9][cH:10][cH:11]1>>[CH:1]([CH2:2][OH:3])([CH2:4][NH:16][CH:14]([CH2:13][CH2:12][c:6]1[cH:7][cH:8][cH:9][cH:10][cH:11]1)[CH3:15])[OH:5].